Dataset: the Open Reaction Database (ORD), a public repository of structured organic reaction records. Task: describe an organic reaction: reactants, conditions, products, and yield The reactants are C1(=CC=CC=C1)S(=O)(=O)NN (benzenesulfonohydrazide), C1(=CC=C(C=C1)S(=O)(=O)O)C (p-toluenesulfonic acid). Run in CC(=O)C (acetone). Reaction conditions: temperature 20 celsius. The product is CC(C)=NNS(=O)(=O)C1=CC=CC=C1 (N′-(1-methylethylidene)benzenesulfonohydrazide). As a reaction SMILES: [C:1]1([S:7]([NH:10][NH2:11])(=[O:9])=[O:8])[CH:6]=[CH:5][CH:4]=[CH:3][CH:2]=1.[C:12]1(C)[CH:17]=CC(S(O)(=O)=O)=C[CH:13]=1>CC(C)=O>[CH3:13][C:12](=[N:11][NH:10][S:7]([C:1]1[CH:2]=[CH:3][CH:4]=[CH:5][CH:6]=1)(=[O:8])=[O:9])[CH3:17]. Procedure: A four neck flask (1 liter) equipped with a thermometer, a reflux condenser and a stirrer was charged with 86 g (0.5 mol) of benzenesulfonohydrazide, 0.95 g (0.005 mol) of p-toluenesulfonic acid and 700 ml of acetone and then heated under reflux for about 5 hours. The reaction liquid was cooled down to 20° C. or lower, and then crystal was filtered off and dried under reduced pressure, whereby white crystal was obtained.